This data is from the Open Reaction Database (ORD), a public repository of structured organic reaction records. The task is: describe an organic reaction: reactants, conditions, products, and yield Starting materials: S(=O)(=O)(O)C1=C(C(=O)O)C(=C(C(=C1F)F)F)F (2-sulpho tetrafluorobenzoic acid), FS(=O)(=O)C1=C(C(=O)F)C(=C(C(=C1F)F)F)F (2-fluorosulphonyl tetrafluorobenzoyl fluoride), S1C(=S)NC(=O)C1 (rhodanine), FC1=C(C(=C(C(=C1C=O)F)F)F)F (pentafluorobenzaldehyde). The solvent is C(C)N(CC)CC (triethylamine), C(Cl)(Cl)Cl (chloroform). Run at time 1 hour. Product: FC1=C(C=C2C(NC(S2)=S)=O)C(=C(C(=C1F)F)F)F (2,3,4,5,6-pentafluorobenzylidene rhodanine). The yield is 73.8%. Reaction SMILES: S(C1C(F)=C(F)C(F)=C(F)C=1C(O)=O)(O)(=O)=O.FS(C1C(F)=C(F)C(F)=C(F)C=1C(F)=O)(=O)=O.[S:35]1[CH2:41][C:39](=[O:40])[NH:38][C:36]1=[S:37].[F:42][C:43]1[C:48]([CH:49]=O)=[C:47]([F:51])[C:46]([F:52])=[C:45]([F:53])[C:44]=1[F:54]>C(Cl)(Cl)Cl.C(N(CC)CC)C>[F:42][C:43]1[C:44]([F:54])=[C:45]([F:53])[C:46]([F:52])=[C:47]([F:51])[C:48]=1[CH:49]=[C:41]1[S:35][C:36](=[S:37])[NH:38][C:39]1=[O:40]. Procedure details: Production of 2-sulpho tetrafluorobenzoic acid ##STR61## and 2-fluorosulphonyl tetrafluorobenzoyl fluoride ##STR62## 38 g of triethylamine were added dropwise to a well stirred suspension of 50 g of rhodanine and 70 g of pentafluorobenzaldehyde in 100 ml of chloroform, the temperature being held below 40° C. by external cooling. After one hour, the solution was washed with dilute HCl, then water. The solvent was removed and the resultant yellow residue recrystallised from IMS/water to give 82 g ... Reactants: C(#N)C=1C=C(C=CC1)S(=O)(=O)Cl (3-Cyanobenzenesulfonyl chloride), ClC1=CC2=C(NC3=C2CNCC3)N=C1 (3-chloro-6,7,8,9-tetrahydro-5H-dipyrido[2,3-b;3′,4′-d]pyrrole), O (water). The solvent is N1=CC=CC=C1 (pyridine). Reaction conditions: time 8 hour. The product is ClC1=CC2=C(NC3=C2CN(CC3)S(=O)(=O)C=3C=C(C#N)C=CC3)N=C1 (3-(3-Chloro-5,7,8,9-tetrahydro-dipyrido[2,3-b;3′,4′-d]pyrrole-6-sulfonyl)-benzonitrile). The yield is 76.0%. Reaction SMILES: [C:1]([C:3]1[CH:4]=[C:5]([S:9](Cl)(=[O:11])=[O:10])[CH:6]=[CH:7][CH:8]=1)#[N:2].[Cl:13][C:14]1[CH:26]=[N:25][C:17]2[NH:18][C:19]3[CH2:24][CH2:23][NH:22][CH2:21][C:20]=3[C:16]=2[CH:15]=1.O>N1C=CC=CC=1>[Cl:13][C:14]1[CH:26]=[N:25][C:17]2[NH:18][C:19]3[CH2:24][CH2:23][N:22]([S:9]([C:5]4[CH:4]=[C:3]([CH:8]=[CH:7][CH:6]=4)[C:1]#[N:2])(=[O:11])=[O:10])[CH2:21][C:20]=3[C:16]=2[CH:15]=1. Reported procedure: 3-Cyanobenzenesulfonyl chloride (53 mg, 0.26 mmol) was added to a solution of 3-chloro-6,7,8,9-tetrahydro-5H-dipyrido[2,3-b;3′,4′-d]pyrrole (50 mg, 0.24 mmol) in pyridine (2 mL), and the reaction was stirred overnight at room temperature. The reaction mixture was added to water (20 mL), and the resulting precipitate was filtered and dried under vacuum to provide 40 (68 mg, 76% yield) as a yellow solid. LC-MS (M+H=373, obsd.=373). Reactants: C([O-])([O-])=O.[Na+].[Na+] (sodium carbonate), ClC1=C(C=NC2=C(C(=C(C=C12)OC)OC)OC)C#N (4-chloro-6,7,8-trimethoxy-quinoline-3-carbonitrile), Cl.Cl.CN(C1=CC(=CC=C1)N)C (N,N-dimethyl-1,3-phenylenediamine dihydrochloride), C(C)OC(C)O (ethoxyethanol). Solvent: O (water), N1=CC=CC=C1 (pyridine). The product is CN(C=1C=C(C=CC1)NC1=C(C=NC2=C(C(=C(C=C12)OC)OC)OC)C#N)C (4-(3-dimethylamino-phenylamino)-6,7,8-trimethoxy-quinoline-3-carbonitrile). Yield: 66.3%. RXN SMILES: Cl[C:2]1[C:11]2[C:6](=[C:7]([O:16][CH3:17])[C:8]([O:14][CH3:15])=[C:9]([O:12][CH3:13])[CH:10]=2)[N:5]=[CH:4][C:3]=1[C:18]#[N:19].Cl.Cl.[CH3:22][N:23]([CH3:31])[C:24]1[CH:29]=[CH:28][CH:27]=[C:26]([NH2:30])[CH:25]=1.C(OC(O)C)C.C(=O)([O-])[O-].[Na+].[Na+]>O.N1C=CC=CC=1>[CH3:22][N:23]([CH3:31])[C:24]1[CH:25]=[C:26]([NH:30][C:2]2[C:11]3[C:6](=[C:7]([O:16][CH3:17])[C:8]([O:14][CH3:15])=[C:9]([O:12][CH3:13])[CH:10]=3)[N:5]=[CH:4][C:3]=2[C:18]#[N:19])[CH:27]=[CH:28][CH:29]=1 |f:1.2.3,5.6.7|. Procedure details: A mixture of 0.279 g of 4-chloro-6,7,8-trimethoxy-quinoline-3-carbonitrile, 0.23 g of N,N-dimethyl-1,3-phenylenediamine dihydrochloride, 0.2 ml of pyridine, and 15 ml of ethoxyethanol was stirred under nitrogen, at reflux temperature for 30 minutes. The mixture was cooled and added to 100 ml of water. To this mixture was added sodium carbonate to pH 9. The product was collected, washed with water, and dried to give 0.251 g of 4-(3-dimethylamino-phenylamino)-6,7,8-trimethoxy-quinoline-3-carbonitr... Reactants: C(C)C1N(C=2C=CC=CC2C2=CC=CC=C12)S(=O)(=O)C1=CC(=C(C=C1)OC)C (6-ethyl-5-[(4-methoxy-3-methylphenyl)sulfonyl]-5,6-dihydrophenanthridine), BrBr (bromine). Product: BrC1=CC=2C3=CC=CC=C3C(N(C2C=C1)S(=O)(=O)C1=CC(=C(C=C1)OC)C)CC (2-Bromo-6-ethyl-5-[(4-methoxy-3-methylphenyl)sulfonyl]-5,6-dihydrophenanthridin). RXN SMILES: [CH2:1]([CH:3]1[C:16]2[C:11](=[CH:12][CH:13]=[CH:14][CH:15]=2)[C:10]2[CH:9]=[CH:8][CH:7]=[CH:6][C:5]=2[N:4]1[S:17]([C:20]1[CH:25]=[CH:24][C:23]([O:26][CH3:27])=[C:22]([CH3:28])[CH:21]=1)(=[O:19])=[O:18])[CH3:2].[Br:29]Br>>[Br:29][C:8]1[CH:7]=[CH:6][C:5]2[N:4]([S:17]([C:20]3[CH:25]=[CH:24][C:23]([O:26][CH3:27])=[C:22]([CH3:28])[CH:21]=3)(=[O:19])=[O:18])[CH:3]([CH2:1][CH3:2])[C:16]3[C:11](=[CH:12][CH:13]=[CH:14][CH:15]=3)[C:10]=2[CH:9]=1. Procedure details: The title compound was prepared from 6-ethyl-5-[(4-methoxy-3-methylphenyl)sulfonyl]-5,6-dihydrophenanthridine and excess bromine according to the procedure and in the same manner as described in Example 19, step a and yielded, after crystallization from a mixture of ethyl acetate-hexane, 2-bromo-6-ethyl-5-[(4-methoxy-3-methylphenyl)sulfonyl]-5,6-dihydrophenanthridine as a colorless, crystalline, solid, which was characterized by LCMS (ES+, FA, CV=5) and 1H NMR; The reactants are BrC1=CC=C2CCC(C2=C1)=O (6-bromo-1-indanone), [H-].[Na+] (NaH), ICCC=C (4-iodobut-1-ene). The solvent is C1CCOC1 (THF). Reaction conditions: temperature 0 celsius, time 10 minute. The product is BrC1=CC=C2CC(C(C2=C1)=O)(CCC=C)CCC=C (6-bromo-2,2-di(but-3-en-1-yl)-2,3-dihydro-1H-inden-1-one). Yield: 32.4%. RXN SMILES: [Br:1][C:2]1[CH:10]=[C:9]2[C:5]([CH2:6][CH2:7][C:8]2=[O:11])=[CH:4][CH:3]=1.[H-].[Na+].I[CH2:15][CH2:16][CH:17]=[CH2:18]>C1COCC1>[Br:1][C:2]1[CH:10]=[C:9]2[C:5]([CH2:6][C:7]([CH2:4][CH2:3][CH:2]=[CH2:10])([CH2:15][CH2:16][CH:17]=[CH2:18])[C:8]2=[O:11])=[CH:4][CH:3]=1 |f:1.2|. Procedure details: To a stirred solution of 6-bromo-1-indanone (0.5330 g, 2.52 mmol) in dry THF (10 mL) was added NaH (0.3380 g, 60% in a mineral oil, 8.45 mmol) at 0° C. under nitrogen. After being stirred for 10 min, 4-iodobut-1-ene (1.3450 g, 7.39 mmol) was added and then the mixture was stirred at ambient temperature for 20 h. The reaction mixture was cooled to 0° C., quenched with 1 N HCl, extracted with ethyl acetate, and dried over Na2SO4. After the solvents were evaporated, the residue was purified by chro... The reactants are C(C)OCC (ethyl ether), S1C=C(C=C1)C=1C=C(C=CC1)O (3-(3-thienyl)phenol), [H-].[Na+] (sodium hydride), BrCC(CCCBr)=O (1,5-dibromo-2-pentanone). Run in O (water), CN(C=O)C (dimethylformamide), CN(C=O)C (dimethylformamide). Reaction conditions: time 15 minute. Product: S1C=C(C=C1)C=1C=C(OCC(CCCBr)=O)C=CC1 (1-[3-(3-thienyl)phenoxy]-5-bromo-2-pentanone). Yield: 10.4%. As a reaction SMILES: [S:1]1[CH:5]=[CH:4][C:3]([C:6]2[CH:7]=[C:8]([OH:12])[CH:9]=[CH:10][CH:11]=2)=[CH:2]1.[H-].[Na+].Br[CH2:16][C:17](=[O:22])[CH2:18][CH2:19][CH2:20][Br:21].C(OCC)C>CN(C)C=O.O>[S:1]1[CH:5]=[CH:4][C:3]([C:6]2[CH:7]=[C:8]([CH:9]=[CH:10][CH:11]=2)[O:12][CH2:16][C:17](=[O:22])[CH2:18][CH2:19][CH2:20][Br:21])=[CH:2]1 |f:1.2|. Reported procedure: 0.25 g of 3-(3-thienyl)phenol was dissolved in 2.5 ml of dimethylformamide, and 28 mg of 60% oily sodium hydride was added. The mixture was stirred at room temperature for 15 minutes, and then a dimethylformamide solution (1 ml) of 0.45 g of 1,5-dibromo-2-pentanone [see J. Chem. Soc., 1948, 278] was added dropwise at -40° C. The mixture was stirred at this temperature for 2 hours, and ethyl ether and water were added. The organic layer separated was worked up in a customary manner, and the produ... Starting materials: COC=1C=CC=C2N=C3C=CC=C(C3=NC12)C(=O)O (9-methoxyphenazine-1-carboxylic acid), O.NC1=NN=NN1 (5-aminotetrazole monohydrate), S(=O)(Cl)Cl (thionyl chloride). Solvent: O (water), N1=CC=CC=C1 (pyridine). Reaction conditions: temperature 70 celsius. Yields the product COC=1C=CC=C2N=C3C=CC=C(C3=NC12)C(=O)NC1=NN=NN1 (9-methoxy-(N-tetrazol-5-yl)phenazine-1-carboxamide). As a reaction SMILES: [CH3:1][O:2][C:3]1[CH:4]=[CH:5][CH:6]=[C:7]2[C:16]=1[N:15]=[C:14]1[C:9]([CH:10]=[CH:11][CH:12]=[C:13]1[C:17]([OH:19])=O)=[N:8]2.O.[NH2:21][C:22]1[NH:26][N:25]=[N:24][N:23]=1.S(Cl)(Cl)=O>N1C=CC=CC=1.O>[CH3:1][O:2][C:3]1[CH:4]=[CH:5][CH:6]=[C:7]2[C:16]=1[N:15]=[C:14]1[C:9]([CH:10]=[CH:11][CH:12]=[C:13]1[C:17]([NH:21][C:22]1[NH:26][N:25]=[N:24][N:23]=1)=[O:19])=[N:8]2 |f:1.2|. Reported procedure: To a stirred solution of 0.006 mole (1.5 g) of 9-methoxyphenazine-1-carboxylic acid and 0.006 mole (0.61 g) of 5-aminotetrazole monohydrate in 50 ml of pyridine was added dropwise 0.012 mole (1.4 g) of thionyl chloride. The mixture was warmed to 70° C., maintained at 70° C. for 20 minutes, then diluted with water. A solid product was separated from the mixture by filtration, washed with water and acetone, and dried. Recrystallization from N,N-dimethylformamide provided 9-methoxy-(N-tetrazol-5-yl... Isolated yield 73.9%. Product: NC=1C(=C(C2=C(C(C(O2)(C)C)C2=CC=CC=C2)C1C)C)C (5-Amino-2,2,4,6,7-pentamethyl-3-phenyl-2,3-dihydrobenzofuran). Run in C(C)O (ethanol). As a reaction SMILES: [CH3:1][C:2]1([CH3:23])[CH:6]([C:7]2[CH:12]=[CH:11][CH:10]=[CH:9][CH:8]=2)[C:5]2[C:13]([CH3:22])=[C:14]([N+:19]([O-])=O)[C:15]([CH3:18])=[C:16]([CH3:17])[C:4]=2[O:3]1>C(O)C.[C].[Pd]>[NH2:19][C:14]1[C:15]([CH3:18])=[C:16]([CH3:17])[C:4]2[O:3][C:2]([CH3:23])([CH3:1])[CH:6]([C:7]3[CH:8]=[CH:9][CH:10]=[CH:11][CH:12]=3)[C:5]=2[C:13]=1[CH3:22] |f:2.3|. Reagents/catalysts: [C].[Pd] (palladium carbon). Reactants: CC1(OC2=C(C1C1=CC=CC=C1)C(=C(C(=C2C)C)[N+](=O)[O-])C)C (2,2,4,6,7-Pentamethyl-5-nitro-3-phenyl-2,3-dihydrobenzofuran). Procedure details: 2,2,4,6,7-Pentamethyl-5-nitro-3-phenyl-2,3-dihydrobenzofuran (2.0 g, 6.4 mmol) was dissolved in ethanol (15 ml) and the solution was subjected to catalytic reduction using 5% palladium carbon (2.0 g) as a catalyst. After the catalyst was filtered off, the filtrate was concentrated. The residue was purified by column chromatography on silica gel (isopropyl ether) and then crystallized from hexane to obtain the desired compound (1.33 g, yield: 73.6%), m.p. 131°-132° C. Reported procedure: A solution of (5S)-N-((2S)-2-(1,1-dimethylethyl)dimethylsilyloxy)propanoyl)-5-(1,2-propadienyl)pyrrolidin-2-one (2.70 g, 8.7 mmol), K2CO3 (0.6 g, 4.4 mmol), and MeOH (40 mL) was stirred at room temperature for 1.5 hours. The solvent was removed by rotary evaporation (≤30° C.) to give a yellow gum. This gum was dissolved in CH2Cl2 (20 mL), filtered to remove salts and applied to a silica gel plug (50 g). This plug was rinsed with 10% MeOH/CH2Cl2, discarding the initial eluent which contains the c... Reaction SMILES: [CH:1]([CH:4]1[NH:8][C:7](=[O:9])[CH2:6][CH2:5]1)=[C:2]=[CH2:3].C([O-])([O-])=O.[K+].[K+].CO>C(Cl)Cl>[CH:1]([C@H:4]1[NH:8][C:7](=[O:9])[CH2:6][CH2:5]1)=[C:2]=[CH2:3] |f:1.2.3|. The product is C(=C=C)[C@@H]1CCC(N1)=O ((5S)-5-(1,2-Propadienyl)pyrrolidin-2-one). Yield: 97.1%. The reactants are C(=C=C)C1CCC(N1)=O (5-(1,2-propadienyl)pyrrolidin-2-one), C(=O)([O-])[O-].[K+].[K+] (K2CO3), CO (MeOH). The solvent is C(Cl)Cl (CH2Cl2).